describe an organic reaction: reactants, conditions, products, and yield From a dataset of the Open Reaction Database (ORD), a public repository of structured organic reaction records. The reactants are CC1=CC=C(C=C1)S(=O)(=O)OC1CCN(CC1)C(=O)OC(C)(C)C (tert-butyl 4-{[(4-methylphenyl)sulfonyl]oxy}piperidine-1-carboxylate), CC1=CC=C(C=C1)S(=O)(=O)OC1CCN(CC1)C(=O)OC(C)(C)C (tert-butyl 4-{[(4-methylphenyl)sulfonyl]oxy}piperidine-1-carboxylate), COC=1C=C(C=CC1OC)C=1C(C(NN1)=O)(C)CC (5-(3,4-dimethoxyphenyl)-4-ethyl-4-methyl-2,4-dihydro-3H-pyrazol-3-one), COC=1C=C(C=CC1OC)C=1C(C(NN1)=O)(C)CC (5-(3,4-dimethoxyphenyl)-4-ethyl-4-methyl-2,4-dihydro-3H-pyrazol-3-one). Yields the product hydrochloride salt, COC=1C=C(C=CC1OC)C=1C(C(N(N1)C1CCNCC1)=O)(C)CC (5-(3,4-dimethoxyphenyl)-4-ethyl-4-methyl-2-piperidin-4-yl-2,4-dihydro-3H-pyrazol-3-one). As a reaction SMILES: [CH3:1][O:2][C:3]1[CH:4]=[C:5]([C:11]2[C:12]([CH2:18][CH3:19])([CH3:17])[C:13](=[O:16])[NH:14][N:15]=2)[CH:6]=[CH:7][C:8]=1[O:9][CH3:10].CC1C=CC(S(O[CH:31]2[CH2:36][CH2:35][N:34](C(OC(C)(C)C)=O)[CH2:33][CH2:32]2)(=O)=O)=CC=1>>[CH3:1][O:2][C:3]1[CH:4]=[C:5]([C:11]2[C:12]([CH2:18][CH3:19])([CH3:17])[C:13](=[O:16])[N:14]([CH:31]3[CH2:36][CH2:35][NH:34][CH2:33][CH2:32]3)[N:15]=2)[CH:6]=[CH:7][C:8]=1[O:9][CH3:10]. Procedure details: Prepared analogous as described for the example B1 (Alternative 1) using 5-(3,4-dimethoxyphenyl)-4-ethyl-4-methyl-2,4-dihydro-3H-pyrazol-3-one (compound C9) and tert-butyl 4-(Toluene-4-sulfonyloxy)piperidine-1-carboxylate (compound E1) as starting compounds resulting in the hydrochloride salt of the title compound. (compound B9*HCl)